Dataset: the Open Reaction Database (ORD), a public repository of structured organic reaction records. Task: describe an organic reaction: reactants, conditions, products, and yield Reactants: ClC1=NC=CN=C1N1CCNCC1 (2-Chloro-3-(1-piperazinyl)pyrazine), COC1=CC=C(CO)C=C1 (4-methoxybenzyl alcohol). Product: COC1=CC=C(COC2=NC=CN=C2N2CCNCC2)C=C1 (2-[(4-Methoxybenzyl)oxy]-3-(1-piperazinyl)pyrazine). Isolated yield 72.0%. Reaction SMILES: Cl[C:2]1[C:7]([N:8]2[CH2:13][CH2:12][NH:11][CH2:10][CH2:9]2)=[N:6][CH:5]=[CH:4][N:3]=1.[CH3:14][O:15][C:16]1[CH:23]=[CH:22][C:19]([CH2:20][OH:21])=[CH:18][CH:17]=1>>[CH3:14][O:15][C:16]1[CH:23]=[CH:22][C:19]([CH2:20][O:21][C:2]2[C:7]([N:8]3[CH2:13][CH2:12][NH:11][CH2:10][CH2:9]3)=[N:6][CH:5]=[CH:4][N:3]=2)=[CH:18][CH:17]=1. Procedure details: The title compound was prepared according to the procedure of Example 90, Step 2, starting from 2-chloro-3-(1-piperazinyl)pyrazine (0.80 g, 4.0 mmol; from Example 90, Step 1) and 4-methoxybenzyl alcohol (0.88 g, 6.4 mmol). Oil; yield 72%. MS m/z 301 (M+H)+. Reactants: ice, [N+](=[N-])=C (diazomethane), C1(CCCCC1)CC(=O)O (cyclohexylacetic acid). The solvent is CCOCC (ether), CCOCC (ether). Yields the product C1(CCCCC1)CC(=O)OC (methyl cyclohexylacetate). Isolated yield 72.4%. Reaction SMILES: [CH:1]1([CH2:7][C:8]([OH:10])=[O:9])[CH2:6][CH2:5][CH2:4][CH2:3][CH2:2]1.[N+](=[CH2:13])=[N-]>CCOCC>[CH:1]1([CH2:7][C:8]([O:10][CH3:13])=[O:9])[CH2:6][CH2:5][CH2:4][CH2:3][CH2:2]1. Reported procedure: To an ice-cooled and stirred solution of cyclohexylacetic acid (9.34 g, 0.066 mol) in 30 ml of ether was slowly added an excess solution of diazomethane in ether. After concentration of ether, the residue was distilled under reduced pressure to give a colorless transparent liquid of methyl cyclohexylacetate (7.45 g, 0.048 mol, yield 72.4%, b.p. 86°-88° C./12 mmHg), which was assigned the structure by the following data: Reactants: hydrochloride salts, mercaptals, B(F)(F)F.CCOCC (boron trifluoride etherate), C(Cl)(Cl)Cl (chloroform), C(C)OC(CN1C=NC=C1)OCC (1-(2,2-diethoxyethyl)-1H-imidazole), ClC1=CC=C(C=C1)S (4-chlorothiophenol), ClC1=CC=C(CS)C=C1 (4-chlorobenzyl mercaptan), C(Cl)(Cl)Cl (chloroform). Solvent: C(C)(=O)O (acetic acid). Yields the product Cl.ClC1=CC=C(CSC(CN2C=NC=C2)SCC2=CC=C(C=C2)Cl)C=C1 (1-[2,2-bis(4-chlorobenzylthio)ethyl]-1H-imidazole hydrochloride). Reaction SMILES: C(O[CH:4](OCC)[CH2:5][N:6]1[CH:10]=[CH:9][N:8]=[CH:7]1)C.[Cl:14][C:15]1[CH:20]=[CH:19][C:18]([SH:21])=CC=1.[Cl:22][C:23]1[CH:30]=[CH:29][C:26]([CH2:27][SH:28])=[CH:25][CH:24]=1.B(F)(F)F.[CH3:35][CH2:36]OCC.[CH:40]([Cl:43])(Cl)Cl>C(O)(=O)C>[ClH:14].[Cl:22][C:23]1[CH:30]=[CH:29][C:26]([CH2:27][S:28][CH:4]([S:21][CH2:18][C:19]2[CH:20]=[CH:15][C:40]([Cl:43])=[CH:36][CH:35]=2)[CH2:5][N:6]2[CH:10]=[CH:9][N:8]=[CH:7]2)=[CH:25][CH:24]=1 |f:3.4,7.8|. Procedure details: A solution of 1-(2,2-diethoxyethyl)-1H-imidazole (3.68 g, 0.020 mole), 4-chlorothiophenol (2.88 g, 0.020 mole) and 4-chlorobenzyl mercaptan (3.16 g, 0.020 mole) in chloroform (50 ml) was added dropwise during 30 minutes to a stirred, refluxing mixture of boron trifluoride etherate (4.8 ml, 0.036 mole) and acetic acid (10 ml) in chloroform (30 ml). The mixture was stirred under reflux for 18 hours and concentrated. The residue was partitioned between diethyl ether and cold aqueous sodium hydroxid... Reactants: C(C1=CC=CC=C1)OC(NC1=CC(=C(C(=C1)F)N1CC2CC2C1)F)=O ([4-(3-aza-bicyclo[3.1.0]hex-3-yl)-3,5-difluoro-phenyl]-carbamic acid benzyl ester), CO (MeOH), C(C)(=O)NC[C@@H](CCl)OC(C)=O ((S)-acetic acid 2-acetylamino-1-chloromethyl-ethyl ester), [O-]CCCC.[Li+] (Lithium butoxide), [Cl-].[NH4+] (ammonium chloride). Solvent: CN(C)C=O (DMF), C1CCOC1 (THF), [Cl-].[Na+].O (brine), O (H2O). Reaction conditions: time 20 hour. The product is C12CN(CC2C1)C1=C(C=C(C=C1F)N1C(O[C@H](C1)CNC(C)=O)=O)F (N-({(5S)-3-[4-(3-azabicyclo[3.1.0]hex-3-yl)-3,5-difluorophenyl]-2-oxo-1,3-oxazolidin-5-yl}methyl) acetamide). As a reaction SMILES: [O-]CCCC.[Li+].C([O:14][C:15](=[O:31])[NH:16][C:17]1[CH:22]=[C:21]([F:23])[C:20]([N:24]2[CH2:29][CH:28]3[CH:26]([CH2:27]3)[CH2:25]2)=[C:19]([F:30])[CH:18]=1)C1C=CC=CC=1.CO.[C:34]([NH:37][CH2:38][C@H:39](OC(=O)C)[CH2:40]Cl)(=[O:36])[CH3:35].[Cl-].[NH4+]>CN(C=O)C.[Cl-].[Na+].O.O.C1COCC1>[CH:26]12[CH2:27][CH:28]1[CH2:29][N:24]([C:20]1[C:19]([F:30])=[CH:18][C:17]([N:16]3[CH2:40][C@H:39]([CH2:38][NH:37][C:34](=[O:36])[CH3:35])[O:14][C:15]3=[O:31])=[CH:22][C:21]=1[F:23])[CH2:25]2 |f:0.1,5.6,8.9.10|. Reported procedure: Lithium butoxide solution (1.6 mL of a 1.0 M THF solution, 1.6 mmol) was added to a cooled (0° C.) solution of [4-(3-aza-bicyclo[3.1.0]hex-3-yl)-3,5-difluoro-phenyl]-carbamic acid benzyl ester (0.180 g, 0.52 mmol) in DMF (0.35 mL) and MeOH (0.042 mL, 1.05 mmol). Solid (S)-acetic acid 2-acetylamino-1-chloromethyl-ethyl ester (0.203 g, 1.05 mmol) was then added and the solution allowed to warm to room temperature and stirred for 20 h. Saturated aqueous ammonium chloride (0.8 mL) was added, along w... The reactants are [BH4-], CCC1(C)CN(Cc2ccccc2)CC(C)C1=O, CO, [Na+]. Reaction SMILES: [BH4-:1].[CH2:3]([c:4]1[cH:5][cH:6][cH:7][cH:8][cH:9]1)[N:10]1[CH2:11][C:12]([CH2:18][CH3:19])([CH3:20])[C:13](=[O:17])[CH:14]([CH3:16])[CH2:15]1.[CH3:21][OH:22].[Na+:2]>>[CH2:3]([c:4]1[cH:5][cH:6][cH:7][cH:8][cH:9]1)[N:10]1[CH2:11][C:12]([CH2:18][CH3:19])([CH3:20])[CH:13]([OH:17])[CH:14]([CH3:16])[CH2:15]1. The product is CCC1(C)CN(Cc2ccccc2)CC(C)C1O. Reactants: C[Si](C)(C)[N-][Si](C)(C)C.[Na+] (sodium bis(trimethylsilyl)amide), CC(C)([O-])C.[K+] (potassium tert-butoxide), ClC=1C=CC=2N(C(C3=C(N(C2N1)CC)N=CC(=C3)CCl)=O)C (2-chloro-8-chloromethyl-5,11-dihydro-11-ethyl-5-methyl-6H-dipyrido[3,2-b:2',3'-e][1,4]diazepin-6-one), C1(=CC=CC=C1)O (phenol). Product: ClC=1C=CC=2N(C(C3=C(N(C2N1)CC)N=CC(=C3)COC3=CC=CC=C3)=O)C (2-chloro-5,11-dihydro-11-ethyl-5-methyl-8-(phenyloxy)methyl-6H-dipyrido[3,2-b:2',3'-e][1,4]diazepin-6-one). The yield is 78.0%. As a reaction SMILES: C[Si]([N-][Si](C)(C)C)(C)C.[Na+].CC(C)([O-])C.[K+].[Cl:17][C:18]1[CH:19]=[CH:20][C:21]2[N:22]([CH3:38])[C:23](=[O:37])[C:24]3[CH:34]=[C:33]([CH2:35]Cl)[CH:32]=[N:31][C:25]=3[N:26]([CH2:29][CH3:30])[C:27]=2[N:28]=1.[C:39]1([OH:45])[CH:44]=[CH:43][CH:42]=[CH:41][CH:40]=1>>[Cl:17][C:18]1[CH:19]=[CH:20][C:21]2[N:22]([CH3:38])[C:23](=[O:37])[C:24]3[CH:34]=[C:33]([CH2:35][O:45][C:39]4[CH:44]=[CH:43][CH:42]=[CH:41][CH:40]=4)[CH:32]=[N:31][C:25]=3[N:26]([CH2:29][CH3:30])[C:27]=2[N:28]=1 |f:0.1,2.3|. Procedure: Using a procedure analogous to that described in Example 98, except sodium bis(trimethylsilyl)amide was employed as the base instead of potassium tert-butoxide, the title compound, m.p. 140°-141° C., was prepared from 2-chloro-8-chloromethyl-5,11-dihydro-11-ethyl-5-methyl-6H-dipyrido[3,2-b:2',3'-e][1,4]diazepin-6-one and phenol. The yield was 78% of theory.